Dataset: the Open Reaction Database (ORD), a public repository of structured organic reaction records. Task: describe an organic reaction: reactants, conditions, products, and yield Reaction SMILES: [CH3:18][C:19]#[N:20].[CH3:1][C:2](=[CH:3][CH2:4][CH2:5][OH:6])[CH2:7][CH2:8][CH:9]=[C:10]([CH2:11][CH2:12][CH:13]=[C:14]([CH3:15])[CH3:16])[CH3:17].[CH3:26][CH2:27][CH2:28][N+:29]([CH2:30][CH2:31][CH3:32])([CH2:33][CH2:34][CH3:35])[CH2:36][CH2:37][CH3:38].[O-:21][Ru:22](=[O:23])(=[O:24])=[O:25]>>[CH3:1][C:2](=[CH:3][CH2:4][CH:5]=[O:6])[CH2:7][CH2:8][CH:9]=[C:10]([CH2:11][CH2:12][CH:13]=[C:14]([CH3:15])[CH3:16])[CH3:17]. The product is CC(C)=CCCC(C)=CCCC(C)=CCC=O. The reactants are CC#N, CC(C)=CCCC(C)=CCCC(C)=CCCO, CCC[N+](CCC)(CCC)CCC, O=[Ru](=O)(=O)[O-]. Starting materials: N#Cc1cnc2cc(Br)ccc2c1Cl, CCOC(C)O, Cc1cc(N)ccc1OCc1ccccn1, Cl, c1ccncc1. Product: Cc1cc(Nc2c(C#N)cnc3cc(Br)ccc23)ccc1OCc1ccccn1. As a reaction SMILES: [Br:17][c:18]1[cH:19][cH:20][c:21]2[c:22]([Cl:30])[c:23]([C:28]#[N:29])[cH:24][n:25][c:26]2[cH:27]1.[CH2:38]([O:39][CH:40]([OH:41])[CH3:42])[CH3:43].[CH3:1][c:2]1[cH:3][c:4]([NH2:5])[cH:6][cH:7][c:8]1[O:9][CH2:10][c:11]1[n:12][cH:13][cH:14][cH:15][cH:16]1.[ClH:31].[n:32]1[cH:33][cH:34][cH:35][cH:36][cH:37]1>>[CH3:1][c:2]1[cH:3][c:4]([NH:5][c:22]2[c:21]3[cH:20][cH:19][c:18]([Br:17])[cH:27][c:26]3[n:25][cH:24][c:23]2[C:28]#[N:29])[cH:6][cH:7][c:8]1[O:9][CH2:10][c:11]1[n:12][cH:13][cH:14][cH:15][cH:16]1. The reactants are OCCOCN1C=2N=C(NC(C2N=C1)=O)N (9-(2-hydroxyethoxymethyl)guanine), CI (methyl iodide). The solvent is CN(C)C=O (DMF), CN(C)C=O (DMF). Conditions: temperature 57 celsius, time 8 hour. The product is [I-].CN1CN(C=2N=C(NC(C12)=O)N)COCCO (7-Methyl-9-(2-hydroxyethoxymethyl)guanine iodide). Reaction SMILES: [OH:1][CH2:2][CH2:3][O:4][CH2:5][N:6]1[CH:14]=[N:13][C:12]2[C:11](=[O:15])[NH:10][C:9]([NH2:16])=[N:8][C:7]1=2.[CH3:17][I:18]>CN(C=O)C>[I-:18].[CH3:17][N:13]1[C:12]2[C:11](=[O:15])[NH:10][C:9]([NH2:16])=[N:8][C:7]=2[N:6]([CH2:5][O:4][CH2:3][CH2:2][OH:1])[CH2:14]1 |f:3.4|. Reported procedure: To a stirred solution of 9-(2-hydroxyethoxymethyl)guanine (1.0 g; 4.44 mmol) in dry DMF (50 ml) was added a solution of methyl iodide (680 mg, 4.77 mmol) in dry DMF (2 ml). This mixture was heated under a reflux condenser under N2 at 57° C. overnight. The mixture was concentrated in vacuo to an oil and the evaporation was repeated several times from MeOH. The residue was dissolved in MeOH (20 ml) and 2-propanol (150 ml) was added and the mixture was stirred overnight. A yellow solid was obtained... The reactants are Brc1cccc(Br)n1, CC(C)(C)O, CC(C)(C)[O-], COCCOC, Cc1cc(C)c(B(O)O)c(C)c1, [K+], c1ccc(P(c2ccccc2)(c2ccccc2)[Pd](P(c2ccccc2)(c2ccccc2)c2ccccc2)(P(c2ccccc2)(c2ccccc2)c2ccccc2)P(c2ccccc2)(c2ccccc2)c2ccccc2)cc1. Product: Cc1cc(C)c(-c2cccc(Br)n2)c(C)c1. Reaction SMILES: [Br:1][c:2]1[n:3][c:4]([Br:8])[cH:5][cH:6][cH:7]1.[C:33]([OH:34])([CH3:35])([CH3:36])[CH3:37].[CH3:21][C:22]([CH3:23])([O-:24])[CH3:25].[CH3:27][O:28][CH2:29][CH2:30][O:31][CH3:32].[CH3:9][c:10]1[c:11]([B:18]([OH:19])[OH:20])[c:12]([CH3:17])[cH:13][c:14]([CH3:16])[cH:15]1.[K+:26].[cH:38]1[cH:39][cH:40][c:41]([P:42]([Pd:43]([P:44]([c:45]2[cH:46][cH:47][cH:48][cH:49][cH:50]2)([c:51]2[cH:52][cH:53][cH:54][cH:55][cH:56]2)[c:57]2[cH:58][cH:59][cH:60][cH:61][cH:62]2)([P:63]([c:64]2[cH:65][cH:66][cH:67][cH:68][cH:69]2)([c:70]2[cH:71][cH:72][cH:73][cH:74][cH:75]2)[c:76]2[cH:77][cH:78][cH:79][cH:80][cH:81]2)[P:82]([c:83]2[cH:84][cH:85][cH:86][cH:87][cH:88]2)([c:89]2[cH:90][cH:91][cH:92][cH:93][cH:94]2)[c:95]2[cH:96][cH:97][cH:98][cH:99][cH:100]2)([c:101]2[cH:102][cH:103][cH:104][cH:105][cH:106]2)[c:107]2[cH:108][cH:109][cH:110][cH:111][cH:112]2)[cH:113][cH:114]1>>[c:2]1(-[c:11]2[c:10]([CH3:9])[cH:15][c:14]([CH3:16])[cH:13][c:12]2[CH3:17])[n:3][c:4]([Br:8])[cH:5][cH:6][cH:7]1. Reactants: CC(C)CBr, CCC(C)C1CSC(=Nc2ccc(Cl)c(C(F)(F)F)c2)N1. The product is CCC(C)C1CSC(=Nc2ccc(Cl)c(C(F)(F)F)c2)N1CC(C)C. As a reaction SMILES: [CH2:22]([CH:23]([CH3:24])[CH3:25])[Br:26].[Cl:1][c:2]1[c:3]([C:18]([F:19])([F:20])[F:21])[cH:4][c:5]([N:8]=[C:9]2[S:10][CH2:11][CH:12]([CH:14]([CH3:15])[CH2:16][CH3:17])[NH:13]2)[cH:6][cH:7]1>>[Cl:1][c:2]1[c:3]([C:18]([F:19])([F:20])[F:21])[cH:4][c:5]([N:8]=[C:9]2[S:10][CH2:11][CH:12]([CH:14]([CH3:15])[CH2:16][CH3:17])[N:13]2[CH2:22][CH:23]([CH3:24])[CH3:25])[cH:6][cH:7]1. The reactants are C(CCCCCCCCCCCCCCC)OC1=CC=C(OCC(=O)NCCC2=NC=CC=C2)C=C1 (2-[4-(Hexadecyloxy)phenoxy]-N-[2-(2-pyridinyl)ethyl]acetamide), C(C)I (ethyl iodide). The product is [I-].C(C)[N+]1=C(C=CC=C1)CCNC(COC1=CC=C(C=C1)OCCCCCCCCCCCCCCCC)=O (1-Ethyl-2-[2-[[[4-(hexadecyloxy)phenoxy]acetyl]amino]ethyl]pyridinium iodide). The yield is 81.4%. Reaction SMILES: [CH2:1]([O:17][C:18]1[CH:36]=[CH:35][C:21]([O:22][CH2:23][C:24]([NH:26][CH2:27][CH2:28][C:29]2[CH:34]=[CH:33][CH:32]=[CH:31][N:30]=2)=[O:25])=[CH:20][CH:19]=1)[CH2:2][CH2:3][CH2:4][CH2:5][CH2:6][CH2:7][CH2:8][CH2:9][CH2:10][CH2:11][CH2:12][CH2:13][CH2:14][CH2:15][CH3:16].[CH2:37]([I:39])[CH3:38]>>[I-:39].[CH2:37]([N+:30]1[CH:31]=[CH:32][CH:33]=[CH:34][C:29]=1[CH2:28][CH2:27][NH:26][C:24](=[O:25])[CH2:23][O:22][C:21]1[CH:20]=[CH:19][C:18]([O:17][CH2:1][CH2:2][CH2:3][CH2:4][CH2:5][CH2:6][CH2:7][CH2:8][CH2:9][CH2:10][CH2:11][CH2:12][CH2:13][CH2:14][CH2:15][CH3:16])=[CH:36][CH:35]=1)[CH3:38] |f:2.3|. Procedure details: The title compound is prepared by the procedure of Example 8, using 0.50 g of product from Example 92, 7.85 g of ethyl iodide and heating the mixture at 110°-120° C. for 26 hours. The residue is recrystallized from methyl alcohol to give 0.535 g of the desired product. Procedure details: To a solution of the anthranilamide of Step F, (1.11 g, 4.1 mmol) in dioxane (20 mL) was added a 2.0 M solution of phosgene in toluene (2.3 mL, 4.6 mmol). The reaction was stirred at room temperature for 1 hour then heated to reflux for 4 hours and cooled to room temperature. The white solids were filtered and dried to afford the title compound (0.89 g). The product is BrC=1C=C2C(N(C(NC2=C(C1)C)=O)C(C)C)=O (6-bromo-8-methyl-3-(1-methylethyl)-2,4(1H,3H)-quinazolinedione). Solvent: O1CCOCC1 (dioxane). As a reaction SMILES: [NH2:1][C:2]1[C:13]([CH3:14])=[CH:12][C:11]([Br:15])=[CH:10][C:3]=1[C:4]([NH:6][CH:7]([CH3:9])[CH3:8])=[O:5].[C:16](Cl)(Cl)=[O:17].C1(C)C=CC=CC=1>O1CCOCC1>[Br:15][C:11]1[CH:10]=[C:3]2[C:2](=[C:13]([CH3:14])[CH:12]=1)[NH:1][C:16](=[O:17])[N:6]([CH:7]([CH3:9])[CH3:8])[C:4]2=[O:5]. The reactants are NC1=C(C(=O)NC(C)C)C=C(C=C1C)Br (2-amino-5-bromo-3-methyl-N-(1-methylethyl)benzamide), solution, C(=O)(Cl)Cl (phosgene), C1(=CC=CC=C1)C (toluene). Reaction conditions: time 1 hour. The product is Clc1ccc(CNc2nccc(-n3cnc4ccccc43)n2)cc1Cl. RXN SMILES: [CH3:1][S:2](=[O:3])(=[O:4])[c:5]1[n:6][cH:7][cH:8][c:9](-[n:11]2[cH:12][n:13][c:14]3[c:15]2[cH:16][cH:17][cH:18][cH:19]3)[n:10]1.[Cl:20][c:21]1[cH:22][c:23]([CH2:24][NH2:25])[cH:26][cH:27][c:28]1[Cl:29]>>[c:5]1([NH:25][CH2:24][c:23]2[cH:22][c:21]([Cl:20])[c:28]([Cl:29])[cH:27][cH:26]2)[n:6][cH:7][cH:8][c:9](-[n:11]2[cH:12][n:13][c:14]3[c:15]2[cH:16][cH:17][cH:18][cH:19]3)[n:10]1. Starting materials: CS(=O)(=O)c1nccc(-n2cnc3ccccc32)n1, NCc1ccc(Cl)c(Cl)c1.